Task: describe an organic reaction: reactants, conditions, products, and yield. Dataset: the Open Reaction Database (ORD), a public repository of structured organic reaction records Reactants: 80A, S1C(=NC2=C1C=CC=C2)C(C=2C=C(C=CC2)OS(=O)(=O)C(F)(F)F)OC2CCN(CC2)C (trifluoromethanesulfonic acid 3-[benzothiazol-2-yl(1-methylpiperidin-4-yloxy)methyl]phenyl ester), ferric acetylacetonate, [Cl-] (chloride), solution, [Cl-] (chloride). The solvent is O1CCCC1 (tetrahydrofurane), CN1C(CCC1)=O (N-methylpyrrolidone), C(C)OCC (diethyl ether), O1CCCC1 (tetrahydrofurane), O1CCCC1 (tetrahydrofurane). Run at temperature 0 celsius, time 25 minute. Product: C(CCC)C=1C=C(C=CC1)C(C=1SC2=C(N1)C=CC=C2)OC2CCN(CC2)C (2-[(3-butylphenyl)(1-methylpiperidin-4-yloxy)methyl]benzothiazole). As a reaction SMILES: [S:1]1[C:5]2[CH:6]=[CH:7][CH:8]=[CH:9][C:4]=2[N:3]=[C:2]1[CH:10]([O:25][CH:26]1[CH2:31][CH2:30][N:29]([CH3:32])[CH2:28][CH2:27]1)[C:11]1[CH:12]=[C:13](OS(C(F)(F)F)(=O)=O)[CH:14]=[CH:15][CH:16]=1.[Cl-]>O1CCCC1.CN1CCCC1=O.C(OCC)C>[CH2:9]([C:13]1[CH:12]=[C:11]([CH:10]([O:25][CH:26]2[CH2:31][CH2:30][N:29]([CH3:32])[CH2:28][CH2:27]2)[C:2]2[S:1][C:5]3[CH:6]=[CH:7][CH:8]=[CH:9][C:4]=3[N:3]=2)[CH:16]=[CH:15][CH:14]=1)[CH2:4][CH2:5][CH3:6]. Procedure details: 80A To a mixture of trifluoromethanesulfonic acid 3-[benzothiazol-2-yl(1-methylpiperidin-4-yloxy)methyl]phenyl ester (110 mg) and ferric acetylacetonate (4 mg) in a mixture of tetrahydrofurane (4.5 mL) and N-methylpyrrolidone (0.25 mL) cooled at 0° C. is added a 2M solution of butylamgnesium chloride in tetrahydrofurane (150 μL). The mixture is stirred at room temperature for 25 min, then warmed at 30° C. for 15 min. A second addition of butylamgnesium chloride in tetrahydrofurane (150 μL) is pe...